From a dataset of the Open Reaction Database (ORD), a public repository of structured organic reaction records. describe an organic reaction: reactants, conditions, products, and yield The reagents and catalysts are [Pd] (palladium on charcoal). As a reaction SMILES: [CH:1]1([CH2:4][O:5][CH2:6][CH2:7][C:8]2[CH:19]=[CH:18][C:11]([O:12][CH2:13][CH:14]([OH:17])[CH2:15][NH2:16])=[CH:10][CH:9]=2)[CH2:3][CH2:2]1.[CH:20](=O)[C:21]1[CH:26]=[CH:25][CH:24]=[CH:23][CH:22]=1>C(O)C.[Pd]>[CH2:20]([NH:16][CH2:15][CH:14]([OH:17])[CH2:13][O:12][C:11]1[CH:10]=[CH:9][C:8]([CH2:7][CH2:6][O:5][CH2:4][CH:1]2[CH2:3][CH2:2]2)=[CH:19][CH:18]=1)[C:21]1[CH:26]=[CH:25][CH:24]=[CH:23][CH:22]=1. Solvent: C(C)O (ethanol), C(C)O (ethanol), C(C)O (ethanol). The reactants are C1(CC1)COCCC1=CC=C(OCC(CN)O)C=C1 (3-[4-(2-(cyclopropylmethoxy)ethyl)phenoxy]-2-hydroxypropylamine), Example 5 ( i ), C(C1=CC=CC=C1)=O (benzaldehyde). Procedure: In an alternative method, 3-[4-(2-(cyclopropylmethoxy)ethyl)phenoxy]-2-hydroxypropylamine (1.33 g), (see Example 5 (i) in ethanol (20 ml) was stirred at room temperature whilst a solution of benzaldehyde (1.06 g) in ethanol (20 ml) was added. The mixture was poured on to a slurry of 5% palladium on charcoal (0.5 g) in ethanol (5 ml) and hydrogenated at 344 kPa (50 p.s.i.) for 10 minutes. The mixture was filtered through diatomaceous earth and the filtrate evaporated to give a clear oil which cry... Yields the product C(C1=CC=CC=C1)NCC(COC1=CC=C(C=C1)CCOCC1CC1)O (N-benzyl-3-[4-[2-(cyclopropylmethoxy)ethyl]phenoxy]-2-hydroxypropylamine). Reactants: ClP(C1=CC=CC=C1)C1=CC=CC=C1 (chlorodiphenylphosphine), O (water), FC1=CC=C(C=C1)C1=NC(=NC(=C1CO)C(C)C)N(S(=O)(=O)C)C ([4-(4-fluorophenyl)-6-isopropyl-2-(N-methyl-N-methylsulphonylamino)pyrimidin-5-yl]methanol), [H-].[Na+] (sodium hydride). The solvent is C=1(C(=CC=CC1)C)C (xylene), C=1(C(=CC=CC1)C)C (xylene). Conditions: temperature 135 celsius, time 35 minute. The product is C1(=CC=CC=C1)P(=O)(C1=CC=CC=C1)CC=1C(=NC(=NC1C(C)C)N(S(=O)(=O)C)C)C1=CC=C(C=C1)F (N-[5-(diphenylphosphinoylmethyl)-4-(4-fluorophenyl)-6-isopropylpyrimidin-2-yl]-N-methylmethanesulphonamide). The yield is 53.5%. Reaction SMILES: [F:1][C:2]1[CH:7]=[CH:6][C:5]([C:8]2[C:13]([CH2:14]O)=[C:12]([CH:16]([CH3:18])[CH3:17])[N:11]=[C:10]([N:19]([CH3:24])[S:20]([CH3:23])(=[O:22])=[O:21])[N:9]=2)=[CH:4][CH:3]=1.[H-].[Na+].Cl[P:28]([C:35]1[CH:40]=[CH:39][CH:38]=[CH:37][CH:36]=1)[C:29]1[CH:34]=[CH:33][CH:32]=[CH:31][CH:30]=1.[OH2:41]>C1(C)C(C)=CC=CC=1>[C:29]1([P:28]([CH2:14][C:13]2[C:8]([C:5]3[CH:6]=[CH:7][C:2]([F:1])=[CH:3][CH:4]=3)=[N:9][C:10]([N:19]([CH3:24])[S:20]([CH3:23])(=[O:22])=[O:21])=[N:11][C:12]=2[CH:16]([CH3:18])[CH3:17])([C:35]2[CH:40]=[CH:39][CH:38]=[CH:37][CH:36]=2)=[O:41])[CH:34]=[CH:33][CH:32]=[CH:31][CH:30]=1 |f:1.2|. Procedure: 282.8 mg (0.80 mmol) of [4-(4-fluorophenyl)-6-isopropyl-2-(N-methyl-N-methylsulphonylamino)pyrimidin-5-yl]methanol was initially charged in 4.5 ml of xylene (isomer mixture) and admixed with 55 mg (1.30 mmol) of sodium hydride (55 percent dispersion in mineral oil). After 35 min, 185 mg (0.84 mmol) of chlorodiphenylphosphine in 1.5 ml of xylene was added at room temperature with vigorous stirring over a period of 5 min, and the mixture was subsequently heated at 135° C. for 20 h. After cooling t... Starting materials: COC(C(C(C)OS(=O)(=O)C1=CC=C(C=C1)C)(C)C)=O (2,2-dimethyl-3-(toluene-4-sulfonyloxy)-butyric acid methyl ester). The solvent is C1CCC2=NCCCN2CC1 (DBU), CCOCC (ether). The product is COC(C(C=C)(C)C)=O (2,2-dimethyl-but-3-enoic acid methyl ester). Isolated yield 130.0%. RXN SMILES: [CH3:1][O:2][C:3](=[O:20])[C:4]([CH3:19])([CH3:18])[CH:5](OS(C1C=CC(C)=CC=1)(=O)=O)[CH3:6]>C1CCN2C(=NCCC2)CC1.CCOCC>[CH3:1][O:2][C:3](=[O:20])[C:4]([CH3:19])([CH3:18])[CH:5]=[CH2:6]. Procedure details: A solution of 2,2-dimethyl-3-(toluene-4-sulfonyloxy)-butyric acid methyl ester (18.06 g, 0.06 mol) in DBU (15 ml) was heated at 140-160° for 3.5 h. The mixture was allowed to cool to room temperature and was then diluted with ether. The mixture was washed with HCl (1 M), sodium bicarbonate, then brine. The ethereal layer was dried and partially evaporated to give a concentrated solution of 2,2-dimethyl-but-3-enoic acid methyl ester (10 g). (Savu and Katzenellenbogen, J. Org. Chem, 46:239-250 (19... Starting materials: C1COCCC1CN, COC1=CC=C(C=C1)Br. The reagents and catalysts are CC(C)(C)[O-].[Na+], CC1(C2=C(C(=CC=C2)P(C3=CC=CC=C3)C4=CC=CC=C4)OC5=C1C=CC=C5P(C6=CC=CC=C6)C7=CC=CC=C7)C, CC(=O)O.CC(=O)O.[Pd]. Solvent: CC1=CC=CC=C1. Run at temperature 80 celsius. Product: COC1=CC=C(C=C1)NCC2CCOCC2. Isolated yield 22.8%. Procedure details: Palladium (II) acetate (0.090 g, 0.40 mmol) and (9,9-dimethyl-9H-xanthene-4,5-diyl)bis(diphenylphosphine) (0.464 g, 0.80 mmol) were suspended in toluene (3 mL). The mixture was evacuated and purged with nitrogen, and warmed to 50°C.  In a separate vessel, 1-bromo-4-methoxybenzene (1 g, 5.35 mmol), (tetrahydro-2H-pyran-4-yl)methanamine (0.654 mL, 5.35 mmol) and sodium-t- butoxide (0.771 g, 8.02 mmol) were suspended in toluene (7 mL). The resulting mixture was evacuated, purged with nitrogen and w... Reactants: [Al+3], ClCCl, [Cl-], [Cl-], [Cl-], ClC(Cl)OC(Cl)Cl, Cl, FC(F)(F)c1cc2ccccc2[nH]1, C[N+](=O)[O-], O. The product is O=Cc1c(C(F)(F)F)[nH]c2ccccc12. RXN SMILES: [Al+3:2].[CH2:26]([Cl:27])[Cl:28].[Cl-:1].[Cl-:3].[Cl-:4].[Cl:18][CH:19]([O:21][CH:20]([Cl:22])[Cl:23])[Cl:24].[ClH:25].[F:5][C:6]([c:7]1[nH:8][c:9]2[cH:10][cH:11][cH:12][cH:13][c:14]2[cH:15]1)([F:16])[F:17].[N+:30]([CH3:31])([O-:32])=[O:33].[OH2:29]>>[F:5][C:6]([c:7]1[nH:8][c:9]2[cH:10][cH:11][cH:12][cH:13][c:14]2[c:15]1[CH:19]=[O:21])([F:16])[F:17]. The reactants are Cc1cscc1B(O)O, [K+], [K+], CCn1c(=O)c(Br)cc2c(C)nc(N)nc21, O=C([O-])[O-], C1COCCO1, O, c1ccc(P(c2ccccc2)(c2ccccc2)[Pd](P(c2ccccc2)(c2ccccc2)c2ccccc2)(P(c2ccccc2)(c2ccccc2)c2ccccc2)P(c2ccccc2)(c2ccccc2)c2ccccc2)cc1. Product: CCn1c(=O)c(-c2cscc2C)cc2c(C)nc(N)nc21. RXN SMILES: [CH3:23][c:24]1[c:25]([B:29]([OH:30])[OH:31])[cH:26][s:27][cH:28]1.[K+:32].[K+:33].[NH2:7][c:8]1[n:9][c:10]([CH3:22])[c:11]2[c:12]([n:13]1)[n:14]([CH2:20][CH3:21])[c:15](=[O:19])[c:16]([Br:18])[cH:17]2.[O-:34][C:35]([O-:36])=[O:37].[O:1]1[CH2:2][CH2:3][O:4][CH2:5][CH2:6]1.[OH2:115].[cH:38]1[cH:39][cH:40][c:41]([P:42]([Pd:43]([P:44]([c:45]2[cH:46][cH:47][cH:48][cH:49][cH:50]2)([c:51]2[cH:52][cH:53][cH:54][cH:55][cH:56]2)[c:57]2[cH:58][cH:59][cH:60][cH:61][cH:62]2)([P:63]([c:64]2[cH:65][cH:66][cH:67][cH:68][cH:69]2)([c:70]2[cH:71][cH:72][cH:73][cH:74][cH:75]2)[c:76]2[cH:77][cH:78][cH:79][cH:80][cH:81]2)[P:82]([c:83]2[cH:84][cH:85][cH:86][cH:87][cH:88]2)([c:89]2[cH:90][cH:91][cH:92][cH:93][cH:94]2)[c:95]2[cH:96][cH:97][cH:98][cH:99][cH:100]2)([c:101]2[cH:102][cH:103][cH:104][cH:105][cH:106]2)[c:107]2[cH:108][cH:109][cH:110][cH:111][cH:112]2)[cH:113][cH:114]1>>[NH2:7][c:8]1[n:9][c:10]([CH3:22])[c:11]2[c:12]([n:13]1)[n:14]([CH2:20][CH3:21])[c:15](=[O:19])[c:16](-[c:25]1[c:24]([CH3:23])[cH:28][s:27][cH:26]1)[cH:17]2.